This data is from the Open Reaction Database (ORD), a public repository of structured organic reaction records. The task is: describe an organic reaction: reactants, conditions, products, and yield Reactants: BrC1=C(OCC(=O)N(NC(C2=CC=CC=C2)=O)C(C)C)C=CC(=C1)F (benzoic acid N′-[2-(2-bromo-4-fluoro-phenoxy)-acetyl]-N′-isopropyl-hydrazide), C(=O)([O-])[O-].[Na+].[Na+] (Na2CO3), CC1=C(C=CC=C1C)B(O)O (2,3-dimethylphenylboronic acid), Pd[PPh3]4. Run in COCCOC (DME). The product is CC1=C(C=CC=C1C)C1=C(C=CC(=C1)F)OCC(=O)N(NC(C1=CC=CC=C1)=O)C(C)C (benzoic acid N′-[2-(2′,3′-dimethyl-5-fluoro-biphenyl-2-yloxy)-acetyl]-N′-isopropyl-hydrazide). Yield: 56.6%. RXN SMILES: Br[C:2]1[CH:24]=[C:23]([F:25])[CH:22]=[CH:21][C:3]=1[O:4][CH2:5][C:6]([N:8]([CH:18]([CH3:20])[CH3:19])[NH:9][C:10](=[O:17])[C:11]1[CH:16]=[CH:15][CH:14]=[CH:13][CH:12]=1)=[O:7].C([O-])([O-])=O.[Na+].[Na+].[CH3:32][C:33]1[C:38]([CH3:39])=[CH:37][CH:36]=[CH:35][C:34]=1B(O)O>COCCOC>[CH3:32][C:33]1[C:38]([CH3:39])=[CH:37][CH:36]=[CH:35][C:34]=1[C:2]1[CH:24]=[C:23]([F:25])[CH:22]=[CH:21][C:3]=1[O:4][CH2:5][C:6]([N:8]([CH:18]([CH3:20])[CH3:19])[NH:9][C:10](=[O:17])[C:11]1[CH:16]=[CH:15][CH:14]=[CH:13][CH:12]=1)=[O:7] |f:1.2.3|. Procedure details: A solution of benzoic acid N′-[2-(2-bromo-4-fluoro-phenoxy)-acetyl]-N′-isopropyl-hydrazide (50 mg, 0.122 mmol) in DME (3 ml)/2M Na2CO3 (0.215 ml, 0.427 mmol) was treated with 2,3-dimethylphenylboronic acid (27 mg, 0.183 mmol) and Pd[PPh3]4 (28 mg, 0.0244 mmol) for 12 hours at 90° C. The reaction mixture was partitioned between water and ethyl acetate. The organic layer was washed with brine, dried over sodium sulfate, filtered, and concentrated. The crude was absorbed on silica and purified on a... Starting materials: C(C)(C)(C)OC(=O)CN1C(C(CCCCCC1)NC(CCC1=CC=CC=C1)C(=O)OCC)=O (1-t-Butoxycarbonylmethyl-3-(1-ethoxycarbonyl-3-phenylpropyl)aminoperhydroazonin-2-one), Cl (hydrogen chloride). Solvent: C(C)O (ethanol). Product: C(C)OC(=O)CN1C(C(CCCCCC1)NC(CCC1=CC=CC=C1)C(=O)OCC)=O (1-Ethoxycarbonylmethyl-3-(1-ethoxycarbonyl-3-phenylpropyl)aminoperhydroazonin-2-one). RXN SMILES: [C:1]([O:5][C:6]([CH2:8][N:9]1[CH2:17][CH2:16][CH2:15][CH2:14][CH2:13][CH2:12][CH:11]([NH:18][CH:19]([C:28]([O:30][CH2:31][CH3:32])=[O:29])[CH2:20][CH2:21][C:22]2[CH:27]=[CH:26][CH:25]=[CH:24][CH:23]=2)[C:10]1=[O:33])=[O:7])(C)(C)[CH3:2].Cl>C(O)C>[CH2:1]([O:5][C:6]([CH2:8][N:9]1[CH2:17][CH2:16][CH2:15][CH2:14][CH2:13][CH2:12][CH:11]([NH:18][CH:19]([C:28]([O:30][CH2:31][CH3:32])=[O:29])[CH2:20][CH2:21][C:22]2[CH:23]=[CH:24][CH:25]=[CH:26][CH:27]=2)[C:10]1=[O:33])=[O:7])[CH3:2]. Procedure: 1-t-Butoxycarbonylmethyl-3-(1-ethoxycarbonyl-3-phenylpropyl)aminoperhydroazonin-2-one (Example 1) is treated with hydrogen chloride in ethanol followed by concentration and partitioning of the residue between aqueous potassium carbonate and ethyl acetate. Drying and concentration of the organic phase affords the title product.